Dataset: the Open Reaction Database (ORD), a public repository of structured organic reaction records. Task: describe an organic reaction: reactants, conditions, products, and yield The reactants are ClC1=C2C3=C(C(NC2=NC=C1)=O)C=CC=C3 (1-Chloro-5H-benzo[c][1,8]naphthyridin-6-one), CN(C)C=O (DMF), NC=1C=C(C=CC1)O (3-aminophenol), C([O-])([O-])=O.[K+].[K+] (potassium carbonate). Solvent: CO (MeOH). Reaction conditions: temperature 100 celsius, time 8 hour. The product is C(#N)C1=CC=C(OC2=C3C4=C(C(NC3=NC=C2)=O)C=CC=C4)C=C1 (1-(4-Cyano-phenoxy)-5H-benzo[c][1,8]naphthyridin-6-one). Yield: 8.0%. As a reaction SMILES: Cl[C:2]1[CH:11]=[CH:10][N:9]=[C:8]2[C:3]=1[C:4]1[CH:16]=[CH:15][CH:14]=[CH:13][C:5]=1[C:6](=[O:12])[NH:7]2.N[C:18]1[CH:19]=[C:20]([OH:24])[CH:21]=[CH:22][CH:23]=1.C(=O)([O-])[O-].[K+].[K+].[CH3:31][N:32](C=O)C>CO>[C:31]([C:23]1[CH:22]=[CH:21][C:20]([O:24][C:2]2[CH:11]=[CH:10][N:9]=[C:8]3[C:3]=2[C:4]2[CH:16]=[CH:15][CH:14]=[CH:13][C:5]=2[C:6](=[O:12])[NH:7]3)=[CH:19][CH:18]=1)#[N:32] |f:2.3.4|. Reported procedure: 1-Chloro-5H-benzo[c][1,8]naphthyridin-6-one (30 mg, 0.13 mmol), 3-aminophenol (43 mg, 0.39 mmol), and potassium carbonate (90 mg, 0.65 mmol) were suspended in DMF (2 mL), and stirred overnight at 100° C. The reaction mixture was diluted with MeOH, and filtered through a membrane. The crude product was purified via prep-LC-MS to provide 132 (3 mg, 8% yield) as a solid. LC-MS (M+H=304, obsd.=304). 1H NMR (400 MHz, d6-DMSO): δ 12.09 (s, 1H), 9.04 (d, 1H), 8.42 (dd, 1H), 8.28 (d, 1H), 7.78 (dt, 1H),...